Dataset: the Open Reaction Database (ORD), a public repository of structured organic reaction records. Task: describe an organic reaction: reactants, conditions, products, and yield The reactants are C1CC2=C1C=CC(=C2)C(O)(C2=CC=CC=C2)C2=CC=CC=C2 ((1,2-dihydrocyclobutabenzen-4-yl)diphenylmethanol), C(C)(=O)Cl (acetylchloride), C1(=CC=CC=C1)C (toluene). Product: ClC(C1=CC2=C(C=C1)CC2)(C2=CC=CC=C2)C2=CC=CC=C2 (4-(chlorodiphenylmethyl)-1,2-dihydrocyclobutabenzene). Reaction SMILES: [CH2:1]1[C:4]2[CH:5]=C[C:7](C(C3C=CC=CC=3)(C3C=CC=CC=3)O)=[CH:8][C:3]=2[CH2:2]1.[C:23]([Cl:26])(=O)[CH3:24].[C:27]1(C)[CH:32]=[CH:31][CH:30]=[CH:29][CH:28]=1>>[Cl:26][C:23]([C:27]1[CH:28]=[CH:29][CH:30]=[CH:31][CH:32]=1)([C:27]1[CH:32]=[CH:31][CH:30]=[CH:29][CH:28]=1)[C:24]1[CH:7]=[CH:8][C:3]2[CH2:2][CH2:1][C:4]=2[CH:5]=1. Procedure details: (1,2-dihydrocyclobutabenzen-4-yl)diphenylmethanol (0.8 g, 2.8 mmol) and acetylchloride (20 ml, 280 mmol) was refluxed in 30 mL of toluene for 2 hours. The solvent was then evaporated under reduced pressure. The residue was used for the next step without purification. 0.8 g of the product was obtained. Yields the product BrC1=CC=NC2=C(C=C(C=C12)C(=O)OC)OC (methyl 4-bromo-8-methoxyquinoline-6-carboxylate). Reaction conditions: temperature 25 celsius, time 3 hour. The solvent is CN(C=O)C (N,N-dimethylformamide). Reaction SMILES: [CH3:1][O:2][C:3]1[CH:4]=[C:5]([C:14]([O:16][CH3:17])=[O:15])[CH:6]=[C:7]2[C:12]=1[NH:11][CH:10]=[CH:9][C:8]2=O.P(Br)(Br)[Br:19]>CN(C)C=O>[Br:19][C:8]1[C:7]2[C:12](=[C:3]([O:2][CH3:1])[CH:4]=[C:5]([C:14]([O:16][CH3:17])=[O:15])[CH:6]=2)[N:11]=[CH:10][CH:9]=1. Reactants: COC=1C=C(C=C2C(C=CNC12)=O)C(=O)OC (methyl 8-methoxy-4-oxo-1,4-dihydroquinoline-6-carboxylate), P(Br)(Br)Br (PBr3). Procedure: Into a 500-mL 3-necked round-bottom flask purged and maintained with an inert atmosphere of nitrogen, was placed methyl 8-methoxy-4-oxo-1,4-dihydroquinoline-6-carboxylate (14 g, 60.03 mmol, 1.00 equip), and N,N-dimethylformamide (200 mL). To the resulting mixture was then added PBr3 (17.8 g, 65.76 mmol, 1.10 equip) dropwise with stirring. The resulting solution was stirred for 3 h at 25° C. The reaction was then quenched by the addition of water (1000 mL). The pH value of the solution was adjust... The reactants are C1C(CCCCCC)O1 (1-octene oxide), NCCCCCCN (hexamethylenediamine). Run in CO (methanol). The product is C(CCCCCNCC(CCCCCC)O)NCC(CCCCCC)O (N,N'-(1,6-hexylene)-bis[2-hydroxyoctylamine]). Reaction SMILES: [CH2:1]1[O:9][CH:2]1[CH2:3][CH2:4][CH2:5][CH2:6][CH2:7][CH3:8].[NH2:10][CH2:11][CH2:12][CH2:13][CH2:14][CH2:15][CH2:16][NH2:17]>CO>[CH2:16]([NH:17][CH2:1][CH:2]([OH:9])[CH2:3][CH2:4][CH2:5][CH2:6][CH2:7][CH3:8])[CH2:15][CH2:14][CH2:13][CH2:12][CH2:11][NH:10][CH2:1][CH:2]([OH:9])[CH2:3][CH2:4][CH2:5][CH2:6][CH2:7][CH3:8]. Reported procedure: In a manner similar to that of Example 1, condensation of 1-octene oxide (42 g.) and hexamethylenediamine (19.05 g.) and recrystallization of the resulting product from methanol gave N,N'-(1,6-hexylene)-bis[2-hydroxyoctylamine] (I: R = CH3 (CH2)5, R' = H, X = (CH2)6Z = H) (17.2 g., m.p. 124.0°-127.4° C.). Reactants: C1CCOC1, COC(=O)Cc1ccc(NC(=O)C2NC(CC(C)(C)C)C(C#N)(c3ccc(Cl)cc3F)C2c2cccc(Cl)c2F)cc1, CO, [Li+], [OH-]. The product is CC(C)(C)CC1NC(C(=O)Nc2ccc(CC(=O)O)cc2)C(c2cccc(Cl)c2F)C1(C#N)c1ccc(Cl)cc1F. As a reaction SMILES: [CH2:45]1[O:46][CH2:47][CH2:48][CH2:49]1.[CH3:1][O:2][C:3]([CH2:4][c:5]1[cH:6][cH:7][c:8]([NH:11][C:12](=[O:13])[CH:14]2[NH:15][CH:16]([CH2:37][C:38]([CH3:39])([CH3:40])[CH3:41])[C:17]([C:27]#[N:28])([c:29]3[c:30]([F:36])[cH:31][c:32]([Cl:35])[cH:33][cH:34]3)[CH:18]2[c:19]2[c:20]([F:26])[c:21]([Cl:25])[cH:22][cH:23][cH:24]2)[cH:9][cH:10]1)=[O:42].[CH3:50][OH:51].[Li+:44].[OH-:43]>>[O:2]=[C:3]([CH2:4][c:5]1[cH:6][cH:7][c:8]([NH:11][C:12](=[O:13])[CH:14]2[NH:15][CH:16]([CH2:37][C:38]([CH3:39])([CH3:40])[CH3:41])[C:17]([C:27]#[N:28])([c:29]3[c:30]([F:36])[cH:31][c:32]([Cl:35])[cH:33][cH:34]3)[CH:18]2[c:19]2[c:20]([F:26])[c:21]([Cl:25])[cH:22][cH:23][cH:24]2)[cH:9][cH:10]1)[OH:42]. The reactants are FC1=C(C=C(N)C=C1)C(F)(F)F (4-fluoro-3-trifluoromethylaniline), C(C)(C)N(C(C)C)CC (N,N-diisopropylethylamine), COC=1C=C2C(=CC=NC2=CC1OC)CN1C(C=2C=CC=C(C2CC1)C(=O)Cl)=O (2-((6,7-dimethoxyquinolin-4-yl)methyl)-1-oxo-1,2,3,4-tetrahydroisoquinoline-5-carbonyl chloride). Run in ClCCl (dichloromethane), ClCCl (dichloromethane). Reaction conditions: time 2 day. The product is COC=1C=C2C(=CC=NC2=CC1OC)CN1C(C=2C=CC=C(C2CC1)C(=O)NC1=CC(=C(C=C1)F)C(F)(F)F)=O (2-((6,7-dimethoxyquinolin-4-yl)methyl)-N-(4-fluoro-3-(trifluoromethyl)phenyl)-1-oxo-1,2,3,4-tetrahydroisoquinoline-5-carboxamide). Isolated yield 49.5%. As a reaction SMILES: [CH3:1][O:2][C:3]1[CH:4]=[C:5]2[C:10](=[CH:11][C:12]=1[O:13][CH3:14])[N:9]=[CH:8][CH:7]=[C:6]2[CH2:15][N:16]1[CH2:25][CH2:24][C:23]2[C:22]([C:26](Cl)=[O:27])=[CH:21][CH:20]=[CH:19][C:18]=2[C:17]1=[O:29].[F:30][C:31]1[CH:37]=[CH:36][C:34]([NH2:35])=[CH:33][C:32]=1[C:38]([F:41])([F:40])[F:39].C(N(CC)C(C)C)(C)C>ClCCl>[CH3:1][O:2][C:3]1[CH:4]=[C:5]2[C:10](=[CH:11][C:12]=1[O:13][CH3:14])[N:9]=[CH:8][CH:7]=[C:6]2[CH2:15][N:16]1[CH2:25][CH2:24][C:23]2[C:22]([C:26]([NH:35][C:34]3[CH:36]=[CH:37][C:31]([F:30])=[C:32]([C:38]([F:41])([F:39])[F:40])[CH:33]=3)=[O:27])=[CH:21][CH:20]=[CH:19][C:18]=2[C:17]1=[O:29]. Procedure details: 2-((6,7-dimethoxyquinolin-4-yl)methyl)-1-oxo-1,2,3,4-tetrahydroisoquinoline-5-carbonyl chloride (75 mg, 0.168 mmol) was suspended in dichloromethane (1 mL) then added a solution of 4-fluoro-3-trifluoromethylaniline (36 mg, 0.201 mmol) in dichloromethane (0.5 mL) and N,N-diisopropylethylamine (65 mg, 0.504 mmol). The reaction mixture was stirred at room temperature for 2 days. The reaction mixture was purified directly by silica gel chromatography (3% methanol/dichloromethane) to afford 2-((6,7-d... Starting materials: saturated aqueous solution, C(=O)(O)[O-].[Na+] (NaHCO3), [N+](=O)([O-])C1=C(C=C(C=C1)N1CCCCC1)C=1C=C(C=O)C=CN1 (2-(2-nitro-5-(piperidin-1-yl)phenyl)isonicotinaldehyde), solution, FC(C=1C=C(C=CC1)[Mg]Cl)(F)F (3-(trifluoromethyl)phenylmagnesium chloride). Solvent: C1CCOC1 (THF), C1CCOC1 (THF). Run at temperature 0 celsius. The product is [N+](=O)([O-])C1=C(C=C(C=C1)N1CCCCC1)C1=NC=CC(=C1)C(O)C1=CC(=CC=C1)C(F)(F)F ((2-(2-nitro-5-(piperidin-1-yl)phenyl)pyridin-4-yl)(3-(trifluoromethyl)-phenyl)methanol). Reaction SMILES: [N+:1]([C:4]1[CH:9]=[CH:8][C:7]([N:10]2[CH2:15][CH2:14][CH2:13][CH2:12][CH2:11]2)=[CH:6][C:5]=1[C:16]1[CH:17]=[C:18]([CH:21]=[CH:22][N:23]=1)[CH:19]=[O:20])([O-:3])=[O:2].[F:24][C:25]([F:35])([F:34])[C:26]1[CH:27]=[C:28]([Mg]Cl)[CH:29]=[CH:30][CH:31]=1.C([O-])(O)=O.[Na+]>C1COCC1>[N+:1]([C:4]1[CH:9]=[CH:8][C:7]([N:10]2[CH2:15][CH2:14][CH2:13][CH2:12][CH2:11]2)=[CH:6][C:5]=1[C:16]1[CH:17]=[C:18]([CH:19]([C:30]2[CH:29]=[CH:28][CH:27]=[C:26]([C:25]([F:35])([F:34])[F:24])[CH:31]=2)[OH:20])[CH:21]=[CH:22][N:23]=1)([O-:3])=[O:2] |f:2.3|. Procedure: To a −78° solution of 110 mg of 2-(2-nitro-5-(piperidin-1-yl)phenyl)isonicotinaldehyde in 4 mL of THF was added 0.82 mL of a 1.0 M solution of 3-(trifluoromethyl)phenylmagnesium chloride in THF. After 5 min the solution was warmed to 0° C. and treated with 10 mL of a saturated aqueous solution of NaHCO3. The mixture was extracted with ethyl acetate and the organic extracts were washed with water and then with brine. The solution was dried (Na2SO4) and the solvent was evaporated. The residue was ...